This data is from the Open Reaction Database (ORD), a public repository of structured organic reaction records. The task is: describe an organic reaction: reactants, conditions, products, and yield The reactants are ClC1=C(C=NC2=NC=C(C=C12)[N+](=O)[O-])C#N (4-chloro-6-nitro-[1.8]naphthyridine-3-carbonitrile), BrC=1C=C(N)C=CC1 (3-bromo-aniline). The solvent is C(C)(C)O (isopropanol). The product is BrC=1C=C(C=CC1)NC1=C(C=NC2=NC=C(C=C12)[N+](=O)[O-])C#N (4-(3-Bromo-phenylamino)-6-nitro-[1,8]naphthyridine-3-carbonitrile). RXN SMILES: Cl[C:2]1[C:11]2[C:6](=[N:7][CH:8]=[C:9]([N+:12]([O-:14])=[O:13])[CH:10]=2)[N:5]=[CH:4][C:3]=1[C:15]#[N:16].[Br:17][C:18]1[CH:19]=[C:20]([CH:22]=[CH:23][CH:24]=1)[NH2:21]>C(O)(C)C>[Br:17][C:18]1[CH:19]=[C:20]([NH:21][C:2]2[C:11]3[C:6](=[N:7][CH:8]=[C:9]([N+:12]([O-:14])=[O:13])[CH:10]=3)[N:5]=[CH:4][C:3]=2[C:15]#[N:16])[CH:22]=[CH:23][CH:24]=1. Reported procedure: A mixture of 7.5 g (32 mmol) of 4-chloro-6-nitro-[1.8]naphthyridine-3-carbonitrile and 5.5 g (32 mmol) of 3-bromo-aniline in 175 ml of isopropanol was stirred at reflux for 2 hr. and 45 min. The mixture was cooled, solid was collected, and washed with ether giving 12.9 g of the title compound as the yellow hydrochloride salt: mass spectrum (electrospray, m/e): M+H 370, 373. As a reaction SMILES: [CH3:1][O:2][N:3]([CH3:13])[C:4]([CH:6]1[CH2:11][CH2:10][C:9](=[O:12])[CH2:8][CH2:7]1)=[O:5].C1(C)C(S([O-])(=O)=[O:21])=CC=CC=1.[C:25]1([CH3:31])C=CC=CC=1>>[CH3:1][O:2][N:3]([CH3:13])[C:4]([CH:6]1[CH2:11][CH2:10][C:9]2([O:21][CH2:25][CH2:31][O:12]2)[CH2:8][CH2:7]1)=[O:5]. Product: CON(C(=O)C1CCC2(OCCO2)CC1)C (N-methoxy-N-methyl-1,4-dioxaspiro[4.5]decane-8-carboxamide). Procedure details: A mixture of N-methoxy-N-methyl-4-oxocyclohexanecarboxamide (2.1 g, 0.114 mol), glycol (0.9 g, 0.136 mol) and toluenesulfonate (0.1 g, cat) in toluene (30 mL) was refluxed overnight and then concentrated. Water was added, and the mixture was extracted with ethyl acetate. The extract was concentrated and purified by silica gel column chromatography (CH2Cl2:MeOH=100:1) to give the desired product (1 g, 38.4% yield). Starting materials: CON(C(=O)C1CCC(CC1)=O)C (N-methoxy-N-methyl-4-oxocyclohexanecarboxamide), glycol, C=1(C(=CC=CC1)S(=O)(=O)[O-])C (toluenesulfonate), C1(=CC=CC=C1)C (toluene). Yield: 38.4%. The reactants are N1(CCOCC1)CCN1N=CC(=C1)C=1C=NC(=NC1)C=1C=C(C=CC1)CO ((3-{5-[1-(2-morpholin-4-ylethyl)-1H-pyrazol-4-yl]pyrimidin-2-yl}phenyl)methanol), N(=NC(=O)OC(C)C)C(=O)OC(C)C (diisopropyl azodicarboxylate), C(C)(C)C=1C=CC(NN1)=O (6-isopropyl-2H-pyridazin-3-one), C1(=CC=CC=C1)P(C1=CC=CC=C1)C1=CC=CC=C1 (triphenylphosphine). Solvent: C1CCOC1 (THF). Run at time 2 hour. Yields the product C(C)(C)C=1C=CC(N(N1)CC1=CC(=CC=C1)C1=NC=C(C=N1)C=1C=NN(C1)CCN1CCOCC1)=O (6-isopropyl-2-(3-{5-[1-(2-morpholin-4-ylethyl)-1H-pyrazol-4-yl]pyrimidin-2-yl}benzyl)-2H-pyridazin-3-one). RXN SMILES: [N:1]1([CH2:7][CH2:8][N:9]2[CH:13]=[C:12]([C:14]3[CH:15]=[N:16][C:17]([C:20]4[CH:21]=[C:22]([CH2:26]O)[CH:23]=[CH:24][CH:25]=4)=[N:18][CH:19]=3)[CH:11]=[N:10]2)[CH2:6][CH2:5][O:4][CH2:3][CH2:2]1.[CH:28]([C:31]1[CH:32]=[CH:33][C:34](=[O:37])[NH:35][N:36]=1)([CH3:30])[CH3:29].C1(P(C2C=CC=CC=2)C2C=CC=CC=2)C=CC=CC=1.N(C(OC(C)C)=O)=NC(OC(C)C)=O>C1COCC1>[CH:28]([C:31]1[CH:32]=[CH:33][C:34](=[O:37])[N:35]([CH2:26][C:22]2[CH:23]=[CH:24][CH:25]=[C:20]([C:17]3[N:16]=[CH:15][C:14]([C:12]4[CH:11]=[N:10][N:9]([CH2:8][CH2:7][N:1]5[CH2:6][CH2:5][O:4][CH2:3][CH2:2]5)[CH:13]=4)=[CH:19][N:18]=3)[CH:21]=2)[N:36]=1)([CH3:30])[CH3:29]. Reported procedure: 7.2 4.25 g (20.0 mmol) of tripotassium phosphate trihydrate and 842 mg (1.2 mmol) of bis(triphenylphosphine)palladium chloride are added to a solution, kept under nitrogen, of 2.65 g (1.0.0 mol) of [3-(5-bromopyrimidin-2-yl)-phenyl]methanol and 3.38 g (11.0 mmol) of 4-{2-[4-(4,4,5,5-tetramethyl-1,3,2-dioxaborolan-2-yl)pyrazol-1-yl]ethyl}morpholine in 50 ml of 1,2-dimethoxyethane, and the mixture is stirred at 80° C. for 18 hours. Dichloromethane and water are added to the reaction mixture, which... Reactants: C1(CC1)NC(C1=CC(=NC(=C1)\C=C\COC)\C=C\COC)=O (N-cyclopropyl-2,6-bis[(1E)-3-methoxyprop-1-en-1-yl]isonicotinamide). Reagents/catalysts: [Pd] (palladium). Solvent: CCOC(=O)C (EtOAc). Conditions: time 24 hour. The product is C1(CC1)NC(C1=CC(=NC(=C1)CCCOC)CCCOC)=O (N-Cyclopropyl-2,6-bis(3-methoxypropyl)isonicotinamide). Reaction SMILES: [CH:1]1([NH:4][C:5](=[O:22])[C:6]2[CH:11]=[C:10](/[CH:12]=[CH:13]/[CH2:14][O:15][CH3:16])[N:9]=[C:8](/[CH:17]=[CH:18]/[CH2:19][O:20][CH3:21])[CH:7]=2)[CH2:3][CH2:2]1>CCOC(C)=O.[Pd]>[CH:1]1([NH:4][C:5](=[O:22])[C:6]2[CH:7]=[C:8]([CH2:17][CH2:18][CH2:19][O:20][CH3:21])[N:9]=[C:10]([CH2:12][CH2:13][CH2:14][O:15][CH3:16])[CH:11]=2)[CH2:3][CH2:2]1. Procedure: To a solution of N-cyclopropyl-2,6-bis[(1E)-3-methoxyprop-1-en-1-yl]isonicotinamide from the previous step (1 eq.) in EtOAc (0.2 M) was added palladium (10% w/w over activated carbon, 40% loading). The reaction vessel was evacuated and back-filled with hydrogen. The reaction suspension was then stirred under a balloon atmosphere of hydrogen for 24 h. The reaction was quenched with CH2Cl2, filtered through celite and the insolubles washed further with EtOAc. Concentration of the filtrate in vacuo... Reactants: C=CCC1(c2ccc(F)cc2)CCN(C(C)c2ccc(Br)cc2)C(=O)O1, Cc1nc(C)c(B(O)O)s1. Yields the product C=CCC1(c2ccc(F)cc2)CCN(C(C)c2ccc(-c3sc(C)nc3C)cc2)C(=O)O1. RXN SMILES: [CH2:1]([CH:2]=[CH2:3])[C:4]1([c:20]2[cH:21][cH:22][c:23]([F:26])[cH:24][cH:25]2)[CH2:5][CH2:6][N:7]([CH:11]([CH3:12])[c:13]2[cH:14][cH:15][c:16]([Br:19])[cH:17][cH:18]2)[C:8](=[O:10])[O:9]1.[CH3:27][c:28]1[s:29][c:30]([B:34]([OH:35])[OH:36])[c:31]([CH3:33])[n:32]1>>[CH2:1]([CH:2]=[CH2:3])[C:4]1([c:20]2[cH:21][cH:22][c:23]([F:26])[cH:24][cH:25]2)[CH2:5][CH2:6][N:7]([CH:11]([CH3:12])[c:13]2[cH:14][cH:15][c:16](-[c:30]3[s:29][c:28]([CH3:27])[n:32][c:31]3[CH3:33])[cH:17][cH:18]2)[C:8](=[O:10])[O:9]1. Starting materials: BrC=1C=NC(=NC1)NC1=CC=C(CCN2CCC(CC2)C(=O)OC)C=C1 (methyl 1-(4-(5-bromopyrimidin-2-ylamino)phenethyl)piperidine-4-carboxylate), [O-]S(=O)(=O)[O-].[Na+].[Na+] (Na2SO4), [Li+].[OH-] (LiOH), Cl (HCl). Run in C1CCOC1.CO.O (THF MeOH H2O), C1CCOC1 (THF). Product: BrC=1C=NC(=NC1)NC1=CC=C(CCN2CCC(CC2)C(=O)O)C=C1 (1-(4-(5-bromopyrimidin-2-ylamino)phenethyl)piperidine-4-carboxylic acid). Reaction SMILES: [Br:1][C:2]1[CH:3]=[N:4][C:5]([NH:8][C:9]2[CH:26]=[CH:25][C:12]([CH2:13][CH2:14][N:15]3[CH2:20][CH2:19][CH:18]([C:21]([O:23]C)=[O:22])[CH2:17][CH2:16]3)=[CH:11][CH:10]=2)=[N:6][CH:7]=1.[Li+].[OH-].Cl.[O-]S([O-])(=O)=O.[Na+].[Na+]>C1COCC1.CO.O.C1COCC1>[Br:1][C:2]1[CH:3]=[N:4][C:5]([NH:8][C:9]2[CH:26]=[CH:25][C:12]([CH2:13][CH2:14][N:15]3[CH2:20][CH2:19][CH:18]([C:21]([OH:23])=[O:22])[CH2:17][CH2:16]3)=[CH:11][CH:10]=2)=[N:6][CH:7]=1 |f:1.2,4.5.6,7.8.9|. Reported procedure: Crude methyl 1-(4-(5-bromopyrimidin-2-ylamino)phenethyl)piperidine-4-carboxylate 20 is suspended in THF/MeOH/H2O (3:2:1, 10 mL) and 6N LiOH (9.3 mmol) and stirred at rt for 2 h. After neutralization to pH 6 by addition of HCl (1N), the solvent is removed under vacuum to give a solid which is dissolved in THF (20 mL). To the above suspension, excess Na2SO4 is added and filtered. The filtrate is concentrated to yield 1-(4-(5-bromopyrimidin-2-ylamino)phenethyl)piperidine-4-carboxylic acid 21. 1H NM...